This data is from the Open Reaction Database (ORD), a public repository of structured organic reaction records. The task is: describe an organic reaction: reactants, conditions, products, and yield The reactants are Br, CCOP(=O)(CNC(=O)C(CC(C)C)NC(=O)C1CCCN1C(=O)c1ccccc1)CC(CC(C)C)C(=O)NC(CC(C)C)C(=O)NC, CCOCC, CC(=O)O. The product is CNC(=O)C(CC(C)C)NC(=O)C(CC(C)C)CP(=O)(O)CNC(=O)C(CC(C)C)NC(=O)C1CCCN1C(=O)c1ccccc1. As a reaction SMILES: [BrH:58].[CH2:1]([CH3:2])[O:3][P:4](=[O:5])([CH2:6][CH:7]([CH2:8][CH:9]([CH3:10])[CH3:11])[C:12]([NH:13][CH:14]([CH2:15][CH:16]([CH3:17])[CH3:18])[C:19]([NH:20][CH3:21])=[O:22])=[O:23])[CH2:24][NH:25][C:26]([CH:27]([NH:28][C:29]([CH:30]1[N:31]([C:35]([c:36]2[cH:37][cH:38][cH:39][cH:40][cH:41]2)=[O:42])[CH2:32][CH2:33][CH2:34]1)=[O:43])[CH2:44][CH:45]([CH3:46])[CH3:47])=[O:48].[CH3:49][CH2:50][O:51][CH2:52][CH3:53].[CH3:54][C:55](=[O:56])[OH:57]>>[O:3]=[P:4]([OH:5])([CH2:6][CH:7]([CH2:8][CH:9]([CH3:10])[CH3:11])[C:12]([NH:13][CH:14]([CH2:15][CH:16]([CH3:17])[CH3:18])[C:19]([NH:20][CH3:21])=[O:22])=[O:23])[CH2:24][NH:25][C:26]([CH:27]([NH:28][C:29]([CH:30]1[N:31]([C:35]([c:36]2[cH:37][cH:38][cH:39][cH:40][cH:41]2)=[O:42])[CH2:32][CH2:33][CH2:34]1)=[O:43])[CH2:44][CH:45]([CH3:46])[CH3:47])=[O:48].